From a dataset of the Open Reaction Database (ORD), a public repository of structured organic reaction records. describe an organic reaction: reactants, conditions, products, and yield The reactants are NC(=O)c1cc(Br)cc2c(C3CCN(S(=O)(=O)CCCN4CCCC4)CC3)n[nH]c12, O=C([O-])[O-], CS(=O)(=O)Nc1ccc(B(O)O)cc1, [K+], [K+], C1COCCO1, O, c1ccc(P(c2ccccc2)(c2ccccc2)[Pd](P(c2ccccc2)(c2ccccc2)c2ccccc2)(P(c2ccccc2)(c2ccccc2)c2ccccc2)P(c2ccccc2)(c2ccccc2)c2ccccc2)cc1. Product: CS(=O)(=O)Nc1ccc(-c2cc(C(N)=O)c3[nH]nc(C4CCN(S(=O)(=O)CCCN5CCCC5)CC4)c3c2)cc1. RXN SMILES: [Br:1][c:2]1[cH:3][c:4]2[c:5]([CH:14]3[CH2:15][CH2:16][N:17]([S:20](=[O:21])(=[O:22])[CH2:23][CH2:24][CH2:25][N:26]4[CH2:27][CH2:28][CH2:29][CH2:30]4)[CH2:18][CH2:19]3)[n:6][nH:7][c:8]2[c:9]([C:11](=[O:12])[NH2:13])[cH:10]1.[C:45](=[O:46])([O-:47])[O-:48].[CH3:31][S:32](=[O:33])(=[O:34])[NH:35][c:36]1[cH:37][cH:38][c:39]([B:42]([OH:43])[OH:44])[cH:40][cH:41]1.[K+:49].[K+:50].[O:52]1[CH2:53][CH2:54][O:55][CH2:56][CH2:57]1.[OH2:51].[cH:58]1[cH:59][cH:60][c:61]([P:62]([Pd:63]([P:64]([c:65]2[cH:66][cH:67][cH:68][cH:69][cH:70]2)([c:71]2[cH:72][cH:73][cH:74][cH:75][cH:76]2)[c:77]2[cH:78][cH:79][cH:80][cH:81][cH:82]2)([P:83]([c:84]2[cH:85][cH:86][cH:87][cH:88][cH:89]2)([c:90]2[cH:91][cH:92][cH:93][cH:94][cH:95]2)[c:96]2[cH:97][cH:98][cH:99][cH:100][cH:101]2)[P:102]([c:103]2[cH:104][cH:105][cH:106][cH:107][cH:108]2)([c:109]2[cH:110][cH:111][cH:112][cH:113][cH:114]2)[c:115]2[cH:116][cH:117][cH:118][cH:119][cH:120]2)([c:121]2[cH:122][cH:123][cH:124][cH:125][cH:126]2)[c:127]2[cH:128][cH:129][cH:130][cH:131][cH:132]2)[cH:133][cH:134]1>>[c:2]1(-[c:39]2[cH:38][cH:37][c:36]([NH:35][S:32]([CH3:31])(=[O:33])=[O:34])[cH:41][cH:40]2)[cH:3][c:4]2[c:5]([CH:14]3[CH2:15][CH2:16][N:17]([S:20](=[O:21])(=[O:22])[CH2:23][CH2:24][CH2:25][N:26]4[CH2:27][CH2:28][CH2:29][CH2:30]4)[CH2:18][CH2:19]3)[n:6][nH:7][c:8]2[c:9]([C:11](=[O:12])[NH2:13])[cH:10]1. Reactants: C(C)OC(=O)C=1N=CC=2NC3=CC=CC(=C3C2C1C)C(C)OCC (5-(1-ethoxyethyl)-4-methyl-beta-carboline-3-carboxylic acid ethyl ester), [OH-].[Na+] (sodium hydroxide), C(C)O (ethanol). The solvent is C(C)(=O)O (acetic acid). Product: C(C)OC(C)C1=C2C=3C(=C(N=CC3NC2=CC=C1)C(=O)O)C (5-(1-ethoxyethyl)-4-methyl-beta-carboline-3-carboxylic acid). Isolated yield 87.5%. RXN SMILES: C([O:3][C:4]([C:6]1[N:7]=[CH:8][C:9]2[NH:10][C:11]3[C:16]([C:17]=2[C:18]=1[CH3:19])=[C:15]([CH:20]([O:22][CH2:23][CH3:24])[CH3:21])[CH:14]=[CH:13][CH:12]=3)=[O:5])C.[OH-].[Na+].C(O)C>C(O)(=O)C>[CH2:23]([O:22][CH:20]([C:15]1[CH:14]=[CH:13][CH:12]=[C:11]2[C:16]=1[C:17]1[C:18]([CH3:19])=[C:6]([C:4]([OH:5])=[O:3])[N:7]=[CH:8][C:9]=1[NH:10]2)[CH3:21])[CH3:24] |f:1.2|. Procedure: 500 mg of 5-(1-ethoxyethyl)-4-methyl-beta-carboline-3-carboxylic acid ethyl ester was refluxed with 5 ml of 1N sodium hydroxide solution and 20 ml of ethanol for 3 hours. Then it was acidified with glacial acetic acid, suctioned off and washed with water. 400 mg of 5-(1-ethoxyethyl)-4-methyl-beta-carboline-3-carboxylic acid was obtained, which after good drying over phosphorus pentoxide in a vacuum was further reacted.